Dataset: the Open Reaction Database (ORD), a public repository of structured organic reaction records. Task: describe an organic reaction: reactants, conditions, products, and yield The reactants are [BH4-], CO, [Na+], O, Cc1ccsc1CN1CCC2(CC1)CCN(Cc1ccc(C(=O)C(Cc3ncc[nH]3)Cc3ncc[nH]3)cc1)C2. Product: Cc1ccsc1CN1CCC2(CC1)CCN(Cc1ccc(C(O)C(Cc3ncc[nH]3)Cc3ncc[nH]3)cc1)C2. As a reaction SMILES: [BH4-:42].[CH3:1][OH:2].[Na+:43].[OH2:44].[nH:3]1[c:4]([CH2:8][CH:9]([C:10](=[O:11])[c:12]2[cH:13][cH:14][c:15]([CH2:18][N:19]3[CH2:20][C:21]4([CH2:22][CH2:23]3)[CH2:24][CH2:25][N:26]([CH2:29][c:30]3[s:31][cH:32][cH:33][c:34]3[CH3:35])[CH2:27][CH2:28]4)[cH:16][cH:17]2)[CH2:36][c:37]2[nH:38][cH:39][cH:40][n:41]2)[n:5][cH:6][cH:7]1>>[n:3]1[c:4]([CH2:8][CH:9]([CH:10]([OH:11])[c:12]2[cH:13][cH:14][c:15]([CH2:18][N:19]3[CH2:20][C:21]4([CH2:22][CH2:23]3)[CH2:24][CH2:25][N:26]([CH2:29][c:30]3[s:31][cH:32][cH:33][c:34]3[CH3:35])[CH2:27][CH2:28]4)[cH:16][cH:17]2)[CH2:36][c:37]2[nH:38][cH:39][cH:40][n:41]2)[nH:5][cH:6][cH:7]1.